The task is: describe an organic reaction: reactants, conditions, products, and yield. This data is from the Open Reaction Database (ORD), a public repository of structured organic reaction records. Reactants: FC=1C=C(C=CC1CN1CCN(CC1)C)O (3-Fluoro-4-((4-methylpiperazin-1-yl)methyl)phenol), N1CCCC1 (pyrrolidine), COC1=CC(=C(C=O)C=C1)C(F)(F)F (4-methoxy-2-(trifluoromethyl)benzaldehyde), FC=1C=C(OC2CN(C2)C(=O)OC(C)(C)C)C=CC1CN1CCN(CC1)C (tert-Butyl 3-(3-fluoro-4-((4-methylpiperazin-1-yl)methyl)phenoxy)azetidine-1-carboxylate), N1CC(C1)OC1=CC(=C(CN2CCN(CC2)C)C=C1)F (1-(4-(Azetidin-3-yloxy)-2-fluorobenzyl)-4-methylpiperazine). Yields the product N1CC(C1)OC1=CC(=C(CN2CCCC2)C=C1)C(F)(F)F (1-(4-(Azetidin-3-yloxy)-2-(trifluoromethyl)benzyl)pyrrolidine). The yield is 20.0%. Reaction SMILES: FC1C=C(O)C=CC=1CN1CCN(C)CC1.F[C:18]1[CH:19]=[C:20]([CH:33]=[CH:34][C:35]=1[CH2:36][N:37]1[CH2:42][CH2:41]N(C)[CH2:39][CH2:38]1)[O:21][CH:22]1[CH2:25][N:24](C(OC(C)(C)C)=O)[CH2:23]1.N1CC(OC2C=CC(CN3CCN(C)CC3)=C(F)C=2)C1.N1CCCC1.COC1C=CC(C=O)=C([C:79]([F:82])([F:81])[F:80])C=1>>[NH:24]1[CH2:23][CH:22]([O:21][C:20]2[CH:33]=[CH:34][C:35]([CH2:36][N:37]3[CH2:38][CH2:39][CH2:41][CH2:42]3)=[C:18]([C:79]([F:82])([F:81])[F:80])[CH:19]=2)[CH2:25]1. Reported procedure: Using similar protocols as described in Examples 29A, 29B, 29C and 29D employing pyrrolidine and 4-methoxy-2-(trifluoromethyl)benzaldehyde as starting materials afforded 0.58 g (20%) of 45A as an oil. 1H NMR (500 MHz, CDCl3): δ 1.78 (s, 4H), 2.53 (d, 4H), 3.71 (s, 2H), 3.80 (m, 2H), 3.93 (m, 2H), 5.01 (m, 1H), 6.87 (dd, 1H), 7.00 (d, 1H), 7.64 (d, 1H), MS (APCI+) m/z 301 [M+H]+. Reactants: BrC1=CC(=C(N)C(=C1)[N+](=O)[O-])C (4-bromo-2-methyl-6-nitro-aniline). Reagents/catalysts: [Ni] (Raney nickel). Solvent: C(C)O (ethanol). Product: BrC=1C=C(C(=C(C1)C)N)N (5-Bromo-2.3-diamino-toluene). RXN SMILES: [Br:1][C:2]1[CH:8]=[C:7]([N+:9]([O-])=O)[C:5]([NH2:6])=[C:4]([CH3:12])[CH:3]=1>C(O)C.[Ni]>[Br:1][C:2]1[CH:8]=[C:7]([NH2:9])[C:5]([NH2:6])=[C:4]([CH3:12])[CH:3]=1. Procedure: A solution of 15 g (64.9 mmol) of 4-bromo-2-methyl-6-nitro-aniline in 300 ml of ethanol is hydrogenated in the presence of 1.5 g of Raney nickel for 4 hours at approximately 27° C. The reaction mixture is then filtered and concentrated by evaporation. The title compound is obtained in the form of a brown oil. The reactants are C(=O)(OCC1=CC=CC=C1)N1[C@H](C(=O)O)CC(C1)(F)F (N-carbobenzyloxy-4, 4-difluoro-L-proline), Br (hydrogen bromide), CCOCC (ether). The solvent is C(C)(=O)O (acetic acid). Product: Br.FC1(C[C@H](NC1)C(=O)O)F (4,4-Difluoro-L-proline, hydrobromide). As a reaction SMILES: C([N:11]1[CH2:18][C:17]([F:20])([F:19])[CH2:16][C@H:12]1[C:13]([OH:15])=[O:14])(OCC1C=CC=CC=1)=O.[BrH:21].CCOCC>C(O)(=O)C>[BrH:21].[F:19][C:17]1([F:20])[CH2:18][NH:11][C@H:12]([C:13]([OH:15])=[O:14])[CH2:16]1 |f:4.5|. Reported procedure: A mixture of 2.4 grams of N-carbobenzyloxy-4, 4-difluoro-L-proline and 12 ml. of hydrogen bromide in acetic acid (30-32%) is stirred for 30 minutes at room temperature and then 300 ml. of anhydrous ether is added. The mixture is cooled and the precipitated solid is filtered and dried under reduced pressure. The desired 4,4-difluoro-L-proline, hydrobromide melts at 163°-165° (s. 160°); [α]D26 -14° (c=1%; methanol). Reactants: [S-]C#N.[Na+] (sodium thiocyanate), P(OCC)(OCC)(=O)Cl (diethyl phosphorchloridate). Solvent: C1(=CC=CC=C1)C (toluene). The product is C(C)OP(=O)(OCC)N=C=S (Diethoxyphosphinyl Isothiocyanate). RXN SMILES: [S-:1][C:2]#[N:3].[Na+].[P:5](Cl)(=[O:12])([O:9][CH2:10][CH3:11])[O:6][CH2:7][CH3:8]>C1(C)C=CC=CC=1>[CH2:7]([O:6][P:5]([N:3]=[C:2]=[S:1])([O:9][CH2:10][CH3:11])=[O:12])[CH3:8] |f:0.1|. Procedure details: To a mixture of 8.02 g of dry sodium thiocyanate in 100 ml of dry toluene at 0° C., under a nitrogen atmosphere is added 13.1 ml (16.6 g) of diethyl phosphorchloridate dropwise with stirring. The mixture is warmed to ambient temperature and stirred 20 hours. The mixture is filtered through a pad of Celite and the pad is washed with two 50 ml portions of toluene. The filtrate is washed with 50 ml of ice cold 10% sodium bicarbonate solution, 50 ml of ice water and dried over anhydrous magnesium su... Reactants: Brc1cccnc1, C=Cc1nn(C(c2ccccc2)(c2ccccc2)c2ccccc2)c2cc(F)c(C(=O)OC)cc12. The product is COC(=O)c1cc2c(C=Cc3cccnc3)nn(C(c3ccccc3)(c3ccccc3)c3ccccc3)c2cc1F. As a reaction SMILES: [Br:36][c:37]1[cH:38][n:39][cH:40][cH:41][cH:42]1.[CH3:1][O:2][C:3](=[O:4])[c:5]1[cH:6][c:7]2[c:8]([CH:34]=[CH2:35])[n:9][n:10]([C:15]([c:16]3[cH:17][cH:18][cH:19][cH:20][cH:21]3)([c:22]3[cH:23][cH:24][cH:25][cH:26][cH:27]3)[c:28]3[cH:29][cH:30][cH:31][cH:32][cH:33]3)[c:11]2[cH:12][c:13]1[F:14]>>[CH3:1][O:2][C:3](=[O:4])[c:5]1[cH:6][c:7]2[c:8]([CH:34]=[CH:35][c:37]3[cH:38][n:39][cH:40][cH:41][cH:42]3)[n:9][n:10]([C:15]([c:16]3[cH:17][cH:18][cH:19][cH:20][cH:21]3)([c:22]3[cH:23][cH:24][cH:25][cH:26][cH:27]3)[c:28]3[cH:29][cH:30][cH:31][cH:32][cH:33]3)[c:11]2[cH:12][c:13]1[F:14]. Reactants: complex, N1=C(C=CC=C1)C(=O)[O-] (picolinate), CO (methanol). Reaction conditions: time 1 hour. Yields the product N1=C(C=CC=C1)C(=O)OC (methyl picolinate). The yield is 29.0%. RXN SMILES: [N:1]1[CH:6]=[CH:5][CH:4]=[CH:3][C:2]=1[C:7]([O-:9])=[O:8].[CH3:10]O>>[N:1]1[CH:6]=[CH:5][CH:4]=[CH:3][C:2]=1[C:7]([O:9][CH3:10])=[O:8]. Reported procedure: 1 g of the complex MoO5 (picolinate]- [H3O]+ was dissolved in 10 ml of methanol and stirred at room temperature for one hour. 0.4 g of a bright yellow solid precipitated from solution at this time and a yield of 29% was obtained. Analysis calculated for MoO9N2C13H12 : C, 35.78%; H, 2.78%; N, 6.42%; O [active], 14.75%; Mo, 22.00%. Found: C, 35.79%; H, 2.90%; N, 6.26%; O [active] 14.11%; Mo, 22.23%. Infrared analysis: [CO]=1745 cm-1 [strong], 1680 cm-1 [strong]; [O--O]=845 cm-1 [strong], 855 cm-1 ... Reaction SMILES: [CH3:1][C:2]1([C:7]2[CH:12]=[CH:11][C:10](OB(O)O)=[CH:9][CH:8]=2)[O:6][CH2:5][CH2:4][O:3]1.Br[C:18]1[N:19]=[C:20]([N:28]2[CH2:33][CH2:32][N:31]([CH2:34][CH3:35])[CH2:30][CH2:29]2)[C:21]2[C:26]([CH:27]=1)=[CH:25][CH:24]=[CH:23][CH:22]=2.C(=O)([O-])[O-].[Na+].[Na+]>C1(C)C=CC=CC=1.C1C=CC([P]([Pd]([P](C2C=CC=CC=2)(C2C=CC=CC=2)C2C=CC=CC=2)([P](C2C=CC=CC=2)(C2C=CC=CC=2)C2C=CC=CC=2)[P](C2C=CC=CC=2)(C2C=CC=CC=2)C2C=CC=CC=2)(C2C=CC=CC=2)C2C=CC=CC=2)=CC=1>[CH2:34]([N:31]1[CH2:30][CH2:29][N:28]([C:20]2[C:21]3[C:26](=[CH:25][CH:24]=[CH:23][CH:22]=3)[CH:27]=[C:18]([C:10]3[CH:11]=[CH:12][C:7]([C:2]4([CH3:1])[O:6][CH2:5][CH2:4][O:3]4)=[CH:8][CH:9]=3)[N:19]=2)[CH2:33][CH2:32]1)[CH3:35] |f:2.3.4,^1:52,54,73,92|. The product is C(C)N1CCN(CC1)C1=NC(=CC2=CC=CC=C12)C1=CC=C(C=C1)C1(OCCO1)C (1-(4-ethylpiperazin-1-yl)-3-[4-(2-methyl-1,3-dioxolan-2-yl)phenyl]isoquinoline). Procedure: 4-(2-Methyl-1,3-dioxolan-2-yl)phenylboric acid (0.41 g) and 3-bromo-1-(4-ethylpiperazin-1-yl)isoquinoline (0.62 g) were reacted in the presence of tetrakistriphenylphosphinepalladium(0) (0.11 g) in toluene (50 ml) and a 10% aqueous solution of sodium carbonate (30 ml) in nitrogen atmosphere at 120° C. for 30 min. The organic layer was separated, washed with brine and dried over magnesium sulfate. The solvent was evaporated, and the resulting residue was purified by silica gel column chromatograp... Starting materials: CC1(OCCO1)C1=CC=C(C=C1)OB(O)O (4-(2-Methyl-1,3-dioxolan-2-yl)phenylboric acid), BrC=1N=C(C2=CC=CC=C2C1)N1CCN(CC1)CC (3-bromo-1-(4-ethylpiperazin-1-yl)isoquinoline), aqueous solution, C([O-])([O-])=O.[Na+].[Na+] (sodium carbonate). Run in C1(=CC=CC=C1)C (toluene). The reagents and catalysts are C=1C=CC(=CC1)[P](C=2C=CC=CC2)(C=3C=CC=CC3)[Pd]([P](C=4C=CC=CC4)(C=5C=CC=CC5)C=6C=CC=CC6)([P](C=7C=CC=CC7)(C=8C=CC=CC8)C=9C=CC=CC9)[P](C=1C=CC=CC1)(C=1C=CC=CC1)C=1C=CC=CC1 (tetrakistriphenylphosphinepalladium(0)).